From a dataset of the Open Reaction Database (ORD), a public repository of structured organic reaction records. describe an organic reaction: reactants, conditions, products, and yield Reactants: N#CCBr, O=C([O-])O, O=C([O-])[O-], CCCN(CCC)c1cccc2nc(Nc3ccc(Cl)cc3O)n(C)c12, [Cs+], [K+], [K+], C1CCOC1. Yields the product CCCN(CCC)c1cccc2nc(Nc3ccc(Cl)cc3OCC#N)n(C)c12. Reaction SMILES: [Br:32][CH2:33][C:34]#[N:35].[C:27](=[O:28])([OH:29])[O-:30].[C:36](=[O:37])([O-:38])[O-:39].[Cl:1][c:2]1[cH:3][cH:4][c:5]([NH:9][c:10]2[n:11][c:12]3[c:13]([n:14]2[CH3:15])[c:16]([N:20]([CH2:21][CH2:22][CH3:23])[CH2:24][CH2:25][CH3:26])[cH:17][cH:18][cH:19]3)[c:6]([OH:8])[cH:7]1.[Cs+:31].[K+:40].[K+:41].[O:42]1[CH2:43][CH2:44][CH2:45][CH2:46]1>>[Cl:1][c:2]1[cH:3][cH:4][c:5]([NH:9][c:10]2[n:11][c:12]3[c:13]([n:14]2[CH3:15])[c:16]([N:20]([CH2:21][CH2:22][CH3:23])[CH2:24][CH2:25][CH3:26])[cH:17][cH:18][cH:19]3)[c:6]([O:8][CH2:33][C:34]#[N:35])[cH:7]1. Starting materials: CC(=O)NC(C)c1ccc(CCl)cc1, c1csc(N2CCNCC2)n1. Product: CC(=O)NC(C)c1ccc(CN2CCN(c3nccs3)CC2)cc1. RXN SMILES: [Cl:1][CH2:2][c:3]1[cH:4][cH:5][c:6]([CH:9]([CH3:10])[NH:11][C:12]([CH3:13])=[O:14])[cH:7][cH:8]1.[s:15]1[c:16]([N:20]2[CH2:21][CH2:22][NH:23][CH2:24][CH2:25]2)[n:17][cH:18][cH:19]1>>[CH2:2]([c:3]1[cH:4][cH:5][c:6]([CH:9]([CH3:10])[NH:11][C:12]([CH3:13])=[O:14])[cH:7][cH:8]1)[N:23]1[CH2:22][CH2:21][N:20]([c:16]2[s:15][cH:19][cH:18][n:17]2)[CH2:25][CH2:24]1. Starting materials: C(C)(C)OC(=O)N=NC(=O)OC(C)C (azodicarboxylic acid diisopropyl ester), C1(=CC=CC=C1)P(C1=CC=CC=C1)C1=CC=CC=C1 (triphenylphosphine), OC1=CC=C(C(=O)C2=NOC=C2)C=C1 (3-(4-hydroxybenzoyl)isoxazole), ClC1=C(OCCCO)C(=CC(=C1)OCC=C(Cl)Cl)Cl (3-[2,6-dichloro-4-(3,3-dichloro-allyloxy)-phenoxy]-propan-1-ol). Solvent: O1CCCC1 (tetrahydrofuran), O1CCCC1 (tetrahydrofuran). Conditions: time 30 minute. Product: ClC1=C(OCCCOC2=CC=C(C=C2)C(=O)C2=NOC=C2)C(=CC(=C1)OCC=C(Cl)Cl)Cl ((4-{3-[2,6-dichloro-4-(3,3-dichloro-allyloxy)-phenoxy]-propoxy}-phenyl)-isoxazol-3-yl-methanone). As a reaction SMILES: C(OC(N=NC(OC(C)C)=O)=O)(C)C.C1(P(C2C=CC=CC=2)C2C=CC=CC=2)C=CC=CC=1.[OH:34][C:35]1[CH:47]=[CH:46][C:38]([C:39]([C:41]2[CH:45]=[CH:44][O:43][N:42]=2)=[O:40])=[CH:37][CH:36]=1.[Cl:48][C:49]1[CH:59]=[C:58]([O:60][CH2:61][CH:62]=[C:63]([Cl:65])[Cl:64])[CH:57]=[C:56]([Cl:66])[C:50]=1[O:51][CH2:52][CH2:53][CH2:54]O>O1CCCC1>[Cl:48][C:49]1[CH:59]=[C:58]([O:60][CH2:61][CH:62]=[C:63]([Cl:65])[Cl:64])[CH:57]=[C:56]([Cl:66])[C:50]=1[O:51][CH2:52][CH2:53][CH2:54][O:34][C:35]1[CH:47]=[CH:46][C:38]([C:39]([C:41]2[CH:45]=[CH:44][O:43][N:42]=2)=[O:40])=[CH:37][CH:36]=1. Procedure details: 0.93 ml of azodicarboxylic acid diisopropyl ester is added at 0° C. to 1.26 g of triphenylphosphine in 30 ml of tetrahydrofuran and stirring is carried out for 30 minutes. 0.76 g of 3-(4-hydroxybenzoyl)isoxazole and 1.38 g of 3-[2,6-dichloro-4-(3,3-dichloro-allyloxy)-phenoxy]-propan-1-ol in 10 ml of tetrahydrofuran are then added dropwise and stirring is carried out at room temperature for 24 hours. After the reaction mixture has been concentrated and purified over silica gel, (4-{3-[2,6-dichlor...